This data is from the Open Reaction Database (ORD), a public repository of structured organic reaction records. The task is: describe an organic reaction: reactants, conditions, products, and yield Reactants: BrC1=C(C=C(C(=O)OC)C=C1)COC (methyl 4-bromo-3-(methoxymethyl)benzoate), ON=C(N)C=1C=NC(=CC1)OC (N′-hydroxy-6-methoxypyridine-3-carboximidamide). Product: COC1=NC=C(C=C1)C1=NOC(=N1)C1=CC(=C(C=C1)C1=C(C=CC=C1)C)COC (2-methoxy-5-{5-[2-(methoxymethyl)-2′-methylbiphenyl-4-yl]-1,2,4-oxadiazol-3-yl}pyridine). As a reaction SMILES: Br[C:2]1[CH:11]=[CH:10][C:5]([C:6]([O:8][CH3:9])=O)=[CH:4][C:3]=1[CH2:12][O:13]C.O[N:16]=[C:17]([C:19]1[CH:20]=[N:21][C:22]([O:25][CH3:26])=[CH:23][CH:24]=1)[NH2:18]>>[CH3:26][O:25][C:22]1[CH:23]=[CH:24][C:19]([C:17]2[N:18]=[C:12]([C:3]3[CH:2]=[CH:11][C:10]([C:2]4[CH:11]=[CH:10][CH:5]=[CH:4][C:3]=4[CH3:12])=[C:5]([CH2:6][O:8][CH3:9])[CH:4]=3)[O:13][N:16]=2)=[CH:20][N:21]=1. Procedure: The title compound was prepared following procedure described in Method B starting from Intermediate A1 and N′-hydroxy-6-methoxypyridine-3-carboximidamide (UkrOrgSynthesis BBV-066226). After purification by precipitation from MeOH, the title compound was obtained as a white powder. HPLC (Method A), Rt: 5.8 min (purity: 99.8%). UPLC/MS, M+(ESI): 388.3. 1H NMR (DMSO-d6, 300 MHz) δ 8.91 (d, J=2.2 Hz, 1H), 8.34 (dd, J=8.7, 2.2 Hz, 1H), 8.31 (d, J=1.4 Hz, 1H), 8.16 (dd, J=7.9, 1.4 Hz, 1H), 7.42 (d, J... The reactants are CN(C)CCCCCC(=O)C1C(=O)NCCCC1 (6-(N,N-Dimethylamino)hexanoyl caprolactam), C1(=CC=C(C=C1)S(=O)(=O)OC)C (methyl p-toluenesulfonate), S(=O)(=O)([O-])C1=CC=C(C)C=C1 (tosylate). Run in C(C)#N (acetonitrile). Yields the product C1(=CC=C(C=C1)S(=O)(=O)[O-])C.C[N+](C)(C)CCCCCC(=O)C1C(=O)NCCCC1 (6-(N,N,N-Trimethylammonio)hexanoyl caprolactam p-toluenesulfonate). As a reaction SMILES: [CH3:1][N:2]([CH2:4][CH2:5][CH2:6][CH2:7][CH2:8][C:9]([CH:11]1[CH2:18][CH2:17][CH2:16][CH2:15][NH:14][C:12]1=[O:13])=[O:10])[CH3:3].[C:19]1([CH3:30])[CH:24]=[CH:23][C:22]([S:25]([O:28]C)(=[O:27])=[O:26])=[CH:21][CH:20]=1.S([C:35]1C=CC(C)=CC=1)([O-])(=O)=O>C(#N)C>[C:19]1([CH3:30])[CH:20]=[CH:21][C:22]([S:25]([O-:28])(=[O:26])=[O:27])=[CH:23][CH:24]=1.[CH3:1][N+:2]([CH2:4][CH2:5][CH2:6][CH2:7][CH2:8][C:9]([CH:11]1[CH2:18][CH2:17][CH2:16][CH2:15][NH:14][C:12]1=[O:13])=[O:10])([CH3:35])[CH3:3] |f:4.5|. Procedure details: In a 500 mL three-necked round-bottomed flask fitted with an argon inlet, condenser, and stir bar are placed amine amide 4 (17.94 g, 0.071 mol), acetonitrile (200 mL), and methyl p-toluenesulfonate (13.13 g, 0.071 mol). While adding the tosylate, the reaction mixture mildly exotherms. The mixture is heated to reflux for 3 h and is then cooled to room temperature. While concentrating the mixture by rotary evaporation, a tan solid forms which is redissolved in a minimal amount of acetonitrile and ...